Dataset: the Open Reaction Database (ORD), a public repository of structured organic reaction records. Task: describe an organic reaction: reactants, conditions, products, and yield Starting materials: FC1=NC(=CN=C1)C1=CC=C(C=C1)OCCCCCCCC (2-fluoro-6-(4-octyloxyphenyl)pyrazine), CC1(NC(CCC1)(C)C)C (2,2,6,6-tetramethylpiperidine), C(CCC)[Li] (n-butyllithium), BrBr (bromine). Solvent: O1CCCC1 (tetrahydrofuran), O1CCCC1 (tetrahydrofuran), CCCCCC (hexane), O1CCCC1 (tetrahydrofuran). Run at temperature -78 celsius, time 8 hour. Yields the product BrC1=NC=C(N=C1F)C1=CC=C(C=C1)OCCCCCCCC (2-bromo-3-fluoro-5-(4-octyloxyphenyl)pyrazine). Reaction SMILES: CC1(C)CCCC(C)(C)N1.C([Li])CCC.[F:16][C:17]1[CH:22]=[N:21][CH:20]=[C:19]([C:23]2[CH:28]=[CH:27][C:26]([O:29][CH2:30][CH2:31][CH2:32][CH2:33][CH2:34][CH2:35][CH2:36][CH3:37])=[CH:25][CH:24]=2)[N:18]=1.[Br:38]Br>CCCCCC.O1CCCC1>[Br:38][C:22]1[C:17]([F:16])=[N:18][C:19]([C:23]2[CH:28]=[CH:27][C:26]([O:29][CH2:30][CH2:31][CH2:32][CH2:33][CH2:34][CH2:35][CH2:36][CH3:37])=[CH:25][CH:24]=2)=[CH:20][N:21]=1. Reported procedure: 3.50 g (24.8 mmol) of 2,2,6,6-tetramethylpiperidine and 15.50 ml (24.80 mmol) of 1.6 M n-butyllithium solution in hexane are stirred at 0° C. for 0.5 hour in 80 ml of tetrahydrofuran, 250 ml of tetrahydrofuran are added, and the mixture is cooled to -78° C. 5.00 g (16.5 mmol) of 2-fluoro-6-(4-octyloxyphenyl)pyrazine in 150 ml of tetrahydrofuran and, after the mixture has been stirred for one hour, 0.85 ml of bromine are subsequently added dropwise at -78C. The reaction mixture is stirred overnig... The reactants are O=P12OP3(=O)OP(=O)(O1)OP(=O)(O2)O3 (phosphorus pentoxide), [OH-].[Na+] (sodium hydroxide), C1(=CC=C(C=C1)C(=O)NCCC1=C(C=CC=C1)Cl)C (1-(p-Toluoylamino)-2-(2-chlorophenyl)ethane), O (Water). Run in C=1(C(=CC=CC1)C)C (xylene), P(=O)(Cl)(Cl)Cl (phosphorus oxychloride). Product: CC1=CC=C(C=C1)C1=NCCC2=C(C=CC=C12)Cl (1-(4-methylphenyl)-5-chloro-3,4-dihydroisoquinoline). Yield: 44.3%. As a reaction SMILES: [C:1]1([CH3:19])[CH:6]=[CH:5][C:4]([C:7]([NH:9][CH2:10][CH2:11][C:12]2[CH:17]=[CH:16][CH:15]=[CH:14][C:13]=2[Cl:18])=O)=[CH:3][CH:2]=1.O=P12OP3(OP(OP(O3)(O1)=O)(=O)O2)=O.O.[OH-].[Na+]>C1(C)C(C)=CC=CC=1.P(Cl)(Cl)(Cl)=O>[CH3:19][C:1]1[CH:6]=[CH:5][C:4]([C:7]2[C:17]3[C:12](=[C:13]([Cl:18])[CH:14]=[CH:15][CH:16]=3)[CH2:11][CH2:10][N:9]=2)=[CH:3][CH:2]=1 |f:3.4|. Procedure details: 1-(p-Toluoylamino)-2-(2-chlorophenyl)ethane (70 g) was dissolved in 700 ml of xylene and 320 ml of phosphorus oxychloride, and while the solution was heated with stirring, 240 g of phosphorus pentoxide was added. The mixture was heated under reflux for 4 hours. Water was added to the reaction mixture. The aqueous layer was made weakly alkaline with an aqueous solution of sodium hydroxide, extracted with benzene, washed in water, and dried. The solvent was distilled off, and the residue was recry... Reactants: CCOC(=O)C1CC1c1nc(-c2ccccc2)cn1C, CO, Cc1ccccc1, Cl, [Li+], C1CCOC1, [OH-], O, O. Product: Cn1cc(-c2ccccc2)nc1C1CC1C(=O)O. RXN SMILES: [CH3:1][n:2]1[c:3]([CH:13]2[CH:14]([C:16](=[O:17])[O:18][CH2:19][CH3:20])[CH2:15]2)[n:4][c:5](-[c:7]2[cH:8][cH:9][cH:10][cH:11][cH:12]2)[cH:6]1.[CH3:24][OH:25].[CH3:33][c:34]1[cH:35][cH:36][cH:37][cH:38][cH:39]1.[ClH:26].[Li+:23].[O:27]1[CH2:28][CH2:29][CH2:30][CH2:31]1.[OH-:22].[OH2:21].[OH2:32]>>[CH3:1][n:2]1[c:3]([CH:13]2[CH:14]([C:16](=[O:17])[OH:18])[CH2:15]2)[n:4][c:5](-[c:7]2[cH:8][cH:9][cH:10][cH:11][cH:12]2)[cH:6]1. Reactants: C1(=CC(=CC=C1)S(=O)(=O)N1CCOC2=C1C=C(C=C2)C(=O)O)C (4-(toluene-3-sulfonyl)-3,4-dihydro-2H-benzo[1,4]oxazine-6-carboxylic acid), NC=1SC=C(N1)CC(=O)OCC (ethyl 2-amino-4-thiazoleacetate). The product is C(C)OC(CC=1N=C(SC1)NC(=O)C=1C=CC2=C(N(CCO2)S(=O)(=O)C=2C=C(C=CC2)C)C1)=O ((2-{[4-(toluene-3-sulfonyl)-3,4-dihydro-2H-benzo[1,4]oxazine-6-carbonyl]-amino}-thiazol-4-yl)-acetic acid ethyl ester). As a reaction SMILES: [C:1]1([CH3:23])[CH:6]=[CH:5][CH:4]=[C:3]([S:7]([N:10]2[C:15]3[CH:16]=[C:17]([C:20](O)=[O:21])[CH:18]=[CH:19][C:14]=3[O:13][CH2:12][CH2:11]2)(=[O:9])=[O:8])[CH:2]=1.[NH2:24][C:25]1[S:26][CH:27]=[C:28]([CH2:30][C:31]([O:33][CH2:34][CH3:35])=[O:32])[N:29]=1>>[CH2:34]([O:33][C:31](=[O:32])[CH2:30][C:28]1[N:29]=[C:25]([NH:24][C:20]([C:17]2[CH:18]=[CH:19][C:14]3[O:13][CH2:12][CH2:11][N:10]([S:7]([C:3]4[CH:2]=[C:1]([CH3:23])[CH:6]=[CH:5][CH:4]=4)(=[O:8])=[O:9])[C:15]=3[CH:16]=2)=[O:21])[S:26][CH:27]=1)[CH3:35]. Procedure details: The title compound, MS (ISP)=472.1 (M−H)−, was produced as described in example 1, steps 1-6. Step 3 was performed using 3-methylbenzenesulfonyl chloride, furnishing 4-(toluene-3-sulfonyl)-3,4-dihydro-2H-benzo[1,4]oxazine-6-carboxylic acid methyl ester, which was hydrolyzed in step 4, leading to 4-(toluene-3-sulfonyl)-3,4-dihydro-2H-benzo[1,4]oxazine-6-carboxylic acid. This was reacted with ethyl 2-amino-4-thiazoleacetate in step 5 and yielded (2-{[4-(toluene-3-sulfonyl)-3,4-dihydro-2H-benzo[1,4... Starting materials: CN1CCOCC1, CC#N, O=c1[nH]ccc(Cl)c1-c1nc2cc3cn[nH]c3cc2[nH]1, Cl, Cl, COc1ccc(C(O)CN)cc1Br. Yields the product COc1ccc(C(O)CNc2cc[nH]c(=O)c2-c2nc3cc4cn[nH]c4cc3[nH]2)cc1Br. As a reaction SMILES: [CH3:36][N:37]1[CH2:38][CH2:39][O:40][CH2:41][CH2:42]1.[CH3:43][C:44]#[N:45].[Cl:2][c:3]1[c:4](-[c:10]2[n:11][c:12]3[cH:13][c:14]4[cH:15][n:16][nH:17][c:18]4[cH:19][c:20]3[nH:21]2)[c:5](=[O:9])[nH:6][cH:7][cH:8]1.[ClH:1].[ClH:22].[NH2:23][CH2:24][CH:25]([OH:26])[c:27]1[cH:28][c:29]([Br:35])[c:30]([O:33][CH3:34])[cH:31][cH:32]1>>[c:3]1([NH:23][CH2:24][CH:25]([OH:26])[c:27]2[cH:28][c:29]([Br:35])[c:30]([O:33][CH3:34])[cH:31][cH:32]2)[c:4](-[c:10]2[n:11][c:12]3[cH:13][c:14]4[cH:15][n:16][nH:17][c:18]4[cH:19][c:20]3[nH:21]2)[c:5](=[O:9])[nH:6][cH:7][cH:8]1. The reactants are NCCC(=O)O (3-aminopropionic acid), P(O)(O)O (phosphorous acid), P(Cl)(Cl)Cl (phosphorous trichloride). Run in S1(=O)(=O)CCCC1 (sulfolane). Run at temperature 75 celsius, time 4 hour. The product is C(CN)C(O)(P(=O)(O)O)P(=O)(O)O (Pamidronic Acid). Reaction SMILES: [NH2:1][CH2:2][CH2:3][C:4]([OH:6])=O.[P:7]([OH:10])([OH:9])[OH:8].P(Cl)(Cl)Cl>S1(CCCC1)(=O)=O>[CH2:3]([C:4]([P:7]([OH:10])([OH:9])=[O:8])([P:7]([OH:10])([OH:9])=[O:8])[OH:6])[CH2:2][NH2:1]. Reported procedure: A suspension of 3-aminopropionic acid (25 g, 0.280 mol) and phosphorous acid (34.5 g, 0.421 mol) in sulfolane (90 ml) is heated to 75° C. for 30 min. The mixture is cooled to 35-40° C. and then gradually introduced phosphorous trichloride (83 ml, 0.954 mol) while maintaining the temperature at 35-45° C. The mixture is heated to 63-67° C. for 3 hrs, whereby white solid results. It is then cooled to 0-5° C. and quenched by slow addition of water (250 ml) at 0-5° C. over a period of 1 hr. The resul... Reactants: C(CCC)[Li] (n-Butyllithium), S1C=NC=C1 (thiazole), C(CCC)[Sn](CCCC)(CCCC)Cl (tri-n-butylstannyl chloride). Solvent: CCOCC (ether). Conditions: temperature -78 celsius. The product is C(CCC)[Sn](C=1SC=CN1)(CCCC)CCCC (2-Tri-n-butylstannylthiazole), residue. Reaction SMILES: C([Li])CCC.[S:6]1[CH:10]=[CH:9][N:8]=[CH:7]1.[CH2:11]([Sn:15](Cl)([CH2:20][CH2:21][CH2:22][CH3:23])[CH2:16][CH2:17][CH2:18][CH3:19])[CH2:12][CH2:13][CH3:14]>CCOCC>[CH2:20]([Sn:15]([CH2:11][CH2:12][CH2:13][CH3:14])([CH2:16][CH2:17][CH2:18][CH3:19])[C:7]1[S:6][CH:10]=[CH:9][N:8]=1)[CH2:21][CH2:22][CH3:23]. Procedure details: n-Butyllithium (1.6M, 5.3 mL, 8.37 mmol) was added to a solution of thiazole (450 mg, 5.23 mmol) in anhydrous ether (30 mL) stirred −78° C. under nitrogen. After 30 min tri-n-butylstannyl chloride (2.73 g, 8.37 mmol) was added, then the solution was allowed to warm to room temperature, and stirred for another 1 h. The mixture was quenched and washed with 1N sodium hydroxide, dried through MgSO4, and then the solvent was evaporated to give the sub-title compound a brown oily residue (2.0 g), whic... The reactants are IC1=CC2=C(OC3=C2C=CC=C3)C=C1 (2-iododibenzofuran), NC1=CC=CC=C1 (aniline). Run in C(C)(=O)OCC.CCCCCC (ethyl acetate hexane). Product: C1=C(C=CC=2OC3=C(C21)C=CC=C3)NC3=CC=CC=C3 (N-(Dibenzofuran-2-yl)-phenylamine). As a reaction SMILES: I[C:2]1[CH:14]=[CH:13][C:5]2[O:6][C:7]3[CH:12]=[CH:11][CH:10]=[CH:9][C:8]=3[C:4]=2[CH:3]=1.[NH2:15][C:16]1[CH:21]=[CH:20][CH:19]=[CH:18][CH:17]=1>C(OCC)(=O)C.CCCCCC>[CH:3]1[C:4]2[C:8]3[CH:9]=[CH:10][CH:11]=[CH:12][C:7]=3[O:6][C:5]=2[CH:13]=[CH:14][C:2]=1[NH:15][C:16]1[CH:21]=[CH:20][CH:19]=[CH:18][CH:17]=1 |f:2.3|. Procedure: The Rf values of the object of the synthesis, 2-iododibenzofuran, and aniline were respectively 0.28, 0.59, and 0.07, which were found by silica gel thin layer chromatography (TLC) (ethyl acetate:hexane (1:10) as the developing solvent).